Dataset: the Open Reaction Database (ORD), a public repository of structured organic reaction records. Task: describe an organic reaction: reactants, conditions, products, and yield Starting materials: F[B-](F)(F)F, CCN(C(C)C)C(C)C, Clc1ccc2c(c1)NCC2, Cl, O=C(O)c1cc(Nc2ccc3c(c2)CC2(C3)C(=O)Nc3ncccc32)ncn1, CN(C)C=O, CN(C)C(On1nnc2ccccc21)=[N+](C)C. The product is O=C(c1cc(Nc2ccc3c(c2)CC2(C3)C(=O)Nc3ncccc32)ncn1)N1CCc2ccc(Cl)cc21. RXN SMILES: [B-:49]([F:50])([F:51])([F:52])[F:53].[CH:40]([N:41]([CH2:42][CH3:43])[CH:44]([CH3:45])[CH3:46])([CH3:47])[CH3:48].[Cl:30][c:31]1[cH:32][cH:33][c:34]2[c:38]([cH:39]1)[NH:37][CH2:36][CH2:35]2.[ClH:1].[O:2]=[C:3]1[NH:4][c:5]2[n:6][cH:7][cH:8][cH:9][c:10]2[C:11]12[CH2:12][c:13]1[cH:14][cH:15][c:16]([NH:20][c:21]3[cH:22][c:23]([C:27](=[O:28])[OH:29])[n:24][cH:25][n:26]3)[cH:17][c:18]1[CH2:19]2.[O:71]=[CH:72][N:73]([CH3:74])[CH3:75].[n:54]1([O:55][C:56]([N:57]([CH3:58])[CH3:59])=[N+:60]([CH3:61])[CH3:62])[c:63]2[cH:64][cH:65][cH:66][cH:67][c:68]2[n:69][n:70]1>>[O:2]=[C:3]1[NH:4][c:5]2[n:6][cH:7][cH:8][cH:9][c:10]2[C:11]12[CH2:12][c:13]1[cH:14][cH:15][c:16]([NH:20][c:21]3[cH:22][c:23]([C:27](=[O:28])[N:37]4[CH2:36][CH2:35][c:34]5[cH:33][cH:32][c:31]([Cl:30])[cH:39][c:38]54)[n:24][cH:25][n:26]3)[cH:17][c:18]1[CH2:19]2. Reactants: CC#N, O=C(O)C1CCCCN1C(=O)OCc1ccc([N+](=O)[O-])cc1, CC(C)(C)OC(=O)N1CCC(N)C1. The product is CC(C)(C)OC(=O)N1CCC(NC(=O)C2CCCCN2C(=O)OCc2ccc([N+](=O)[O-])cc2)C1. Reaction SMILES: [CH3:36][C:37]#[N:38].[N+:1](=[O:2])([O-:3])[c:4]1[cH:5][cH:6][c:7]([CH2:8][O:9][C:10](=[O:11])[N:12]2[CH:13]([C:18](=[O:19])[OH:20])[CH2:14][CH2:15][CH2:16][CH2:17]2)[cH:21][cH:22]1.[NH2:23][CH:24]1[CH2:25][N:26]([C:29](=[O:30])[O:31][C:32]([CH3:33])([CH3:34])[CH3:35])[CH2:27][CH2:28]1>>[N+:1](=[O:2])([O-:3])[c:4]1[cH:5][cH:6][c:7]([CH2:8][O:9][C:10](=[O:11])[N:12]2[CH:13]([C:18](=[O:20])[NH:23][CH:24]3[CH2:25][N:26]([C:29](=[O:30])[O:31][C:32]([CH3:33])([CH3:34])[CH3:35])[CH2:27][CH2:28]3)[CH2:14][CH2:15][CH2:16][CH2:17]2)[cH:21][cH:22]1. Starting materials: NC1=CC=C(OC2=CC=C(C=C2)C(C)(C2=CC=C(C=C2)OC2=CC=C(C=C2)N)C2=CC=C(C=C2)OC2=CC=C(C=C2)N)C=C1 (1,1,1-Tris[4-(4-aminophenoxy)phenyl]ethane), N(=O)C1=CC=C(C=C1)NC(C)=O (N-(4-nitrosophenyl)acetamide), C(C)(=O)O (acetic acid), raw product. Solvent: C(C)O (ethanol). Reaction conditions: time 48 hour. Yields the product C(C)(=O)NC1=CC=C(C=C1)N=NC1=CC=C(OC2=CC=C(C=C2)C(C)(C2=CC=C(C=C2)OC2=CC=C(C=C2)N=NC2=CC=C(C=C2)NC(C)=O)C2=CC=C(C=C2)OC2=CC=C(C=C2)N=NC2=CC=C(C=C2)NC(C)=O)C=C1 (1,1,1-tris{4-[4-(4-acetamidophenyldiazenyl)phenoxy]phenyl}ethane). Isolated yield 61.0%. RXN SMILES: [NH2:1][C:2]1[CH:44]=[CH:43][C:5]([O:6][C:7]2[CH:12]=[CH:11][C:10]([C:13]([C:29]3[CH:34]=[CH:33][C:32]([O:35][C:36]4[CH:41]=[CH:40][C:39]([NH2:42])=[CH:38][CH:37]=4)=[CH:31][CH:30]=3)([C:15]3[CH:20]=[CH:19][C:18]([O:21][C:22]4[CH:27]=[CH:26][C:25]([NH2:28])=[CH:24][CH:23]=4)=[CH:17][CH:16]=3)[CH3:14])=[CH:9][CH:8]=2)=[CH:4][CH:3]=1.[N:45]([C:47]1[CH:52]=[CH:51][C:50]([NH:53][C:54](=[O:56])[CH3:55])=[CH:49][CH:48]=1)=O.[C:57]([OH:60])(=O)[CH3:58]>C(O)C>[C:54]([NH:53][C:50]1[CH:51]=[CH:52][C:47]([N:45]=[N:42][C:39]2[CH:40]=[CH:41][C:36]([O:35][C:32]3[CH:33]=[CH:34][C:29]([C:13]([C:15]4[CH:16]=[CH:17][C:18]([O:21][C:22]5[CH:27]=[CH:26][C:25]([N:28]=[N:45][C:47]6[CH:52]=[CH:51][C:50]([NH:53][C:57](=[O:60])[CH3:58])=[CH:49][CH:48]=6)=[CH:24][CH:23]=5)=[CH:19][CH:20]=4)([C:10]4[CH:9]=[CH:8][C:7]([O:6][C:5]5[CH:4]=[CH:3][C:2]([N:1]=[N:45][C:47]6[CH:48]=[CH:49][C:50]([NH:53][C:54](=[O:56])[CH3:55])=[CH:51][CH:52]=6)=[CH:44][CH:43]=5)=[CH:12][CH:11]=4)[CH3:14])=[CH:30][CH:31]=3)=[CH:37][CH:38]=2)=[CH:48][CH:49]=1)(=[O:56])[CH3:55]. Procedure details: 1,1,1-Tris(4-(4-aminophenoxy)phenyl)ethane (Example 2; 0.580 g, 1.00 mmol), N-(4-nitrosophenyl)acetamide (Example 3; 0.985 g, 6 mmol) and acetic acid (20 mL) were charged into a 150 mL round-bottomed flask equipped with a magnetic stir bar. The mixture was stirred at room temperature for 48 hours. The mixture was at first turned into a greenish solution, and then yellow particles started to precipitate out of the solution. The mixture was diluted by deionized water (100 mL). Solids were collecte...